Dataset: the Open Reaction Database (ORD), a public repository of structured organic reaction records. Task: describe an organic reaction: reactants, conditions, products, and yield Starting materials: ClC=1C2=C(N=CN1)OC(=C2C2=CC=C(C=C2)OC)C2=CC=CC=C2 (4-chloro-5-(4-methoxyphenyl)-6-phenylfuro[2,3-d]pyrimidine), [OH-].[Na+] (sodium hydroxide), C[C@H]([C@H](C)O)O ((2R,3S)-butane-2,3-diol), Cl (hydrochloric acid). The reagents and catalysts are S(=O)(=O)(O)[O-].C(CCC)[N+](CCCC)(CCCC)CCCC (tetra-n-butylammonium hydrogensulphate). The solvent is C1(=CC=CC=C1)C (toluene), COCCOC (1,2-dimethoxyethane), O (water). Reaction conditions: temperature 70 celsius, time 17 hour. Product: COC1=CC=C(C=C1)C1=C(OC=2N=CN=C(C21)OC(C(C)O)C)C2=CC=CC=C2 (3-{[5-(4-Methoxyphenyl)-6-phenylfuro[2,3-d]pyrimidin-4-yl]oxy}butan-2-ol). RXN SMILES: [OH-].[Na+].[CH3:3][C@@H:4]([OH:8])[C@@H:5]([OH:7])[CH3:6].Cl[C:10]1[C:11]2[C:18]([C:19]3[CH:24]=[CH:23][C:22]([O:25][CH3:26])=[CH:21][CH:20]=3)=[C:17]([C:27]3[CH:32]=[CH:31][CH:30]=[CH:29][CH:28]=3)[O:16][C:12]=2[N:13]=[CH:14][N:15]=1.Cl>C1(C)C=CC=CC=1.COCCOC.O.S([O-])(O)(=O)=O.C([N+](CCCC)(CCCC)CCCC)CCC>[CH3:26][O:25][C:22]1[CH:21]=[CH:20][C:19]([C:18]2[C:11]3[C:10]([O:7][CH:5]([CH3:6])[CH:4]([OH:8])[CH3:3])=[N:15][CH:14]=[N:13][C:12]=3[O:16][C:17]=2[C:27]2[CH:28]=[CH:29][CH:30]=[CH:31][CH:32]=2)=[CH:24][CH:23]=1 |f:0.1,8.9|. Reported procedure: Add 4.8 ml of 12.5 N sodium hydroxide solution to a mixture of 2.68 g (29.70 mmol) (2R,3S)-butane-2,3-diol in 45 ml toluene, 15 ml 1,2-dimethoxyethane and 15 ml water at 70° C. After adding 0.20 g (0.60 mmol) tetra-n-butylammonium hydrogensulphate and 2.00 g (5.94 mmol) 4-chloro-5-(4-methoxyphenyl)-6-phenylfuro[2,3-d]pyrimidine, stir the reaction mixture for 17 h at 70° C. After cooling to room temperature, adjust to pH 7 with concentrated hydrochloric acid. Extract three times with 100 ml dichl... Starting materials: C(C)(C)C=1C(NC(NC1SC1=CC(=CC(=C1)C)C)=O)=O (5-Isopropyl-6-(3,5-dimethylphenylthio)-2,4-pyrimidinedione), [Si](C)(C)(C(C)(C)C)OCC1CCC=C1CBr ((5-t-butyldimethylsilyloxymethylcyclopent-1-en-1-yl)methyl bromide). Product: OCC1CCC=C1CN1C(NC(C(=C1SC1=CC(=CC(=C1)C)C)C(C)C)=O)=O (1-[(5-Hydroxymethylcyclopent-1-en-1-yl)methyl]-5-isopropyl-6-(3,5-dimethylphenylthio)-2,4-pyrimidinedione). Isolated yield 29.9%. Reaction SMILES: [CH:1]([C:4]1[C:5](=[O:20])[NH:6][C:7](=[O:19])[NH:8][C:9]=1[S:10][C:11]1[CH:16]=[C:15]([CH3:17])[CH:14]=[C:13]([CH3:18])[CH:12]=1)([CH3:3])[CH3:2].[Si]([O:28][CH2:29][CH:30]1[C:34]([CH2:35]Br)=[CH:33][CH2:32][CH2:31]1)(C(C)(C)C)(C)C>>[OH:28][CH2:29][CH:30]1[C:34]([CH2:35][N:8]2[C:9]([S:10][C:11]3[CH:12]=[C:13]([CH3:18])[CH:14]=[C:15]([CH3:17])[CH:16]=3)=[C:4]([CH:1]([CH3:3])[CH3:2])[C:5](=[O:20])[NH:6][C:7]2=[O:19])=[CH:33][CH2:32][CH2:31]1. Procedure details: 5-Isopropyl-6-(3,5-dimethylphenylthio)-2,4-pyrimidinedione and (5-t-butyldimethylsilyloxymethylcyclopent-1-en-1-yl)methyl bromide were reacted by the same with the example 10 to obtain the titled compound. (68 mg) The reactants are BrC=1C=C(C=CC1)C1=NCC(N(C2=C1C=C(C(=C2)OC)OC)C)=O (5-(3-bromophenyl)-7,8-dimethoxy-1-methyl-1,3-dihydro-2H-1,4-benzodiazepin-2-one), C1(=CC=CC=C1)B(O)O (benzene boronic acid), [O-]P(=O)([O-])[O-].[K+].[K+].[K+] (K3PO4), tetrakis(triphenylphosphine)Pd(0), O (H2O). The solvent is CN(C)C=O (DMF). Run at temperature 115 celsius. Product: C1(=CC(=CC=C1)C1=NCC(N(C2=C1C=C(C(=C2)OC)OC)C)=O)C2=CC=CC=C2 (5-(1,1′-biphenyl-3-yl)-7,8-dimethoxy-1-methyl-1,3-dihydro-2H-1,4-benzodiazepin-2-one). The yield is 12.9%. Reaction SMILES: Br[C:2]1[CH:3]=[C:4]([C:8]2[C:14]3[CH:15]=[C:16]([O:21][CH3:22])[C:17]([O:19][CH3:20])=[CH:18][C:13]=3[N:12]([CH3:23])[C:11](=[O:24])[CH2:10][N:9]=2)[CH:5]=[CH:6][CH:7]=1.[C:25]1(B(O)O)[CH:30]=[CH:29][CH:28]=[CH:27][CH:26]=1.[O-]P([O-])([O-])=O.[K+].[K+].[K+].O>CN(C=O)C>[C:2]1([C:25]2[CH:30]=[CH:29][CH:28]=[CH:27][CH:26]=2)[CH:7]=[CH:6][CH:5]=[C:4]([C:8]2[C:14]3[CH:15]=[C:16]([O:21][CH3:22])[C:17]([O:19][CH3:20])=[CH:18][C:13]=3[N:12]([CH3:23])[C:11](=[O:24])[CH2:10][N:9]=2)[CH:3]=1 |f:2.3.4.5|. Reported procedure: Heat at 115° C. for 12 hours under an inert atmosphere a mixture of 100 mg (0.26 mmol) of 5-(3-bromophenyl)-7,8-dimethoxy-1-methyl-1,3-dihydro-2H-1,4-benzodiazepin-2-one IIax, 38 mg (0.31 mmol) of benzene boronic acid, 63 mg (0.30 mmol) of K3PO4, 9 mg (0.020 mmol) of tetrakis(triphenylphosphine)Pd(0) in 1 ml of DMF. Allow to cool to room temperature. Add 80 ml of H2O and extract three times with 50 ml of Et2O. Dry the organic fractions on Na2SO4. Purify by chromatography (AcOEt 1/hexane 1). Recr... Reactants: C(C)(=O)OC1[C@@H]([C@H](OC(C)=O)[C@H](O1)COC(C)=O)Cl (3,5-Di-O-acetyl-2-chloro-2-deoxy-α,β-D-ribofuranosyl acetate), ( N ), Br (hydrogen bromide). Run in ClCCl (dichloromethane), C(C)(=O)O (acetic acid). Yields the product C(C)(=O)O[C@H]1[C@H](C(O[C@@H]1COC(C)=O)Br)Cl (3,5-di-O-acetyl-2-chloro-2-deoxy-α,β-D-ribofuranosyl bromide). Reaction SMILES: C(O[CH:5]1[O:13][C@H:12]([CH2:14][O:15][C:16](=[O:18])[CH3:17])[C@@H:7]([O:8][C:9](=[O:11])[CH3:10])[C@H:6]1[Cl:19])(=O)C.[BrH:20]>ClCCl.C(O)(=O)C>[C:9]([O:8][C@@H:7]1[C@@H:12]([CH2:14][O:15][C:16](=[O:18])[CH3:17])[O:13][CH:5]([Br:20])[C@@H:6]1[Cl:19])(=[O:11])[CH3:10]. Reported procedure: 3,5-Di-O-acetyl-2-chloro-2-deoxy-α,β-D-ribofuranosyl acetate (the compound described by J. P. Schaumberg et al., in "J. Org. Chem.," 50, pp. 1651-1656, 1985) represented by the following formula (N) ##STR52## where Ac is acetyl group is dissolved in dichloromethane. To the resulting solution is added 30% hydrogen bromide in acetic acid to effect the reaction at room temperature overnight. The resulting reaction solution is concentrated and the remaining acetic acid is removed by azeotropic disti... Starting materials: Cl (HCl), C(C)(=O)Cl (acetyl chloride), ethyl acetate hexanes, C(C1=CC=CC=C1)OC(=O)N(CCC)C1CCN(CC1)C(=O)OC(C)(C)C (4-(N-(benzyloxycarbonyl)-N-(prop-1-yl)amino)-1-t-butoxycarbonylpiperidine). Solvent: CO (methanol). Run at time 10 minute. Product: Cl.Cl.C(C1=CC=CC=C1)OC(=O)N(CCC)C1CCNCC1 (4-(N-(Benzyloxycarbonyl)-N-(prop-1-yl)amino)piperidine di-hydrochloride salt). RXN SMILES: [ClH:1].C([Cl:5])(=O)C.[CH2:6]([O:13][C:14]([N:16]([CH:20]1[CH2:25][CH2:24][N:23](C(OC(C)(C)C)=O)[CH2:22][CH2:21]1)[CH2:17][CH2:18][CH3:19])=[O:15])[C:7]1[CH:12]=[CH:11][CH:10]=[CH:9][CH:8]=1>CO>[ClH:5].[ClH:1].[CH2:6]([O:13][C:14]([N:16]([CH:20]1[CH2:21][CH2:22][NH:23][CH2:24][CH2:25]1)[CH2:17][CH2:18][CH3:19])=[O:15])[C:7]1[CH:8]=[CH:9][CH:10]=[CH:11][CH:12]=1 |f:4.5.6|. Reported procedure: To a solution of 2.4 mmol of HCl in 2 mL of methanol (prepared by the addition of 0.17 mL of acetyl chloride at 0° C. and stirring for 10 min) was added 90 mg of 4-(N-(benzyloxycarbonyl)-N-(prop-1-yl)amino)-1-t-butoxycarbonylpiperidine. The mixture was stirred at rt for 16 h at which time the reaction was complete by TLC (20% ethyl acetate/hexanes) and was evaporated to dryness in vacuo to afford 75 mg of the title compound as the di-hydrochloride salt and which was used in the above reductive a...